From a dataset of the Open Reaction Database (ORD), a public repository of structured organic reaction records. describe an organic reaction: reactants, conditions, products, and yield Procedure details: T3P (50 wt % solution in ethyl acetate, 179 μl, 0.304 mmol) was added to a solution of (S)-3-methylmorpholine (46 mg, 0.456 mmol) and 1-(5-(2-fluorophenyl)pyrimidin-2-yl)-3-(methylsulfinyl)-1H-indole-6-carboxylic acid (60 mg, 0.152 mmol) in dichloromethane (3 mL) at room temperature and the mixture was stirred overnight. 1 M sodium carbonate solution (20 mL) was poured into the reaction mixture and stirring was continued for 1 h. The mixture was extracted with dichloromethane (3×) and the combin... Conditions: time 8 hour. Yields the product FC1=C(C=CC=C1)C=1C=NC(=NC1)N1C=C(C2=CC=C(C=C12)C(=O)N1[C@H](COCC1)C)S(=O)C ((1-(5-(2-Fluorophenyl)pyrimidin-2-yl)-3-(methylsulfinyl)-1H-indol-6-yl)((S)-3-methylmorpholino)methanone). RXN SMILES: C(P1(=O)OP(CCC)(=O)OP(CCC)(=O)O1)CC.[CH3:19][C@H:20]1[CH2:25][O:24][CH2:23][CH2:22][NH:21]1.[F:26][C:27]1[CH:32]=[CH:31][CH:30]=[CH:29][C:28]=1[C:33]1[CH:34]=[N:35][C:36]([N:39]2[C:47]3[C:42](=[CH:43][CH:44]=[C:45]([C:48](O)=[O:49])[CH:46]=3)[C:41]([S:51]([CH3:53])=[O:52])=[CH:40]2)=[N:37][CH:38]=1.C(=O)([O-])[O-].[Na+].[Na+]>ClCCl>[F:26][C:27]1[CH:32]=[CH:31][CH:30]=[CH:29][C:28]=1[C:33]1[CH:34]=[N:35][C:36]([N:39]2[C:47]3[C:42](=[CH:43][CH:44]=[C:45]([C:48]([N:21]4[CH2:22][CH2:23][O:24][CH2:25][C@@H:20]4[CH3:19])=[O:49])[CH:46]=3)[C:41]([S:51]([CH3:53])=[O:52])=[CH:40]2)=[N:37][CH:38]=1 |f:3.4.5|. Starting materials: C([O-])([O-])=O.[Na+].[Na+] (sodium carbonate), C(CC)P1(OP(OP(O1)(=O)CCC)(=O)CCC)=O (T3P), C[C@@H]1NCCOC1 ((S)-3-methylmorpholine), FC1=C(C=CC=C1)C=1C=NC(=NC1)N1C=C(C2=CC=C(C=C12)C(=O)O)S(=O)C (1-(5-(2-fluorophenyl)pyrimidin-2-yl)-3-(methylsulfinyl)-1H-indole-6-carboxylic acid). Solvent: ClCCl (dichloromethane). Starting materials: Cl, CCOC(=O)CC(c1ccccc1)n1cnc2ccc(N)cc21. The product is Nc1ccc2ncn(C(CC(=O)O)c3ccccc3)c2c1. Reaction SMILES: [ClH:24].[NH2:1][c:2]1[cH:3][cH:4][c:5]2[c:6]([n:7]([CH:10]([CH2:11][C:12](=[O:13])[O:14][CH2:15][CH3:16])[c:17]3[cH:18][cH:19][cH:20][cH:21][cH:22]3)[cH:8][n:9]2)[cH:23]1>>[NH2:1][c:2]1[cH:3][cH:4][c:5]2[c:6]([n:7]([CH:10]([CH2:11][C:12](=[O:13])[OH:14])[c:17]3[cH:18][cH:19][cH:20][cH:21][cH:22]3)[cH:8][n:9]2)[cH:23]1. The reactants are [OH-].[Na+] (sodium hydroxide), S(=O)(=O)(OC)[O-] (methyl sulfate), Cl.C1(=CC=CC=C1)C(C(=O)O)(CC1N2CCC(C1)CC2)C2=CC=CC=C2 (2,2-diphenyl-3-(1-azabicyclo[2.2.2]-oct-2-yl)propionic acid hydrochloride), C1(=CC=CC=C1)C(C(=O)O)(CC1N2CCC(C1)CC2)C2=CC=CC=C2 (2,2-diphenyl-3-(1-azabicyclo[2.2.2]oct-2-yl)propionic acid). Solvent: CO (methanol), CO (methanol), CO (methanol). Yields the product C1(=CC=CC=C1)C(C(=O)OC)(CC1N2CCC(C1)CC2)C2=CC=CC=C2 (methyl 2,2-diphenyl-3-(1-azabicyclo[2.2.2]oct-2-yl)propionate). As a reaction SMILES: Cl.[C:2]1([C:8]([C:21]2[CH:26]=[CH:25][CH:24]=[CH:23][CH:22]=2)([CH2:12][CH:13]2[CH2:18][CH:17]3[CH2:19][CH2:20][N:14]2[CH2:15][CH2:16]3)[C:9]([OH:11])=[O:10])[CH:7]=[CH:6][CH:5]=[CH:4][CH:3]=1.[OH-].[Na+].[C:29]1(C(C2C=CC=CC=2)(CC2CC3CCN2CC3)C(O)=O)C=CC=CC=1.S([O-])(OC)(=O)=O>CO>[C:21]1([C:8]([C:2]2[CH:3]=[CH:4][CH:5]=[CH:6][CH:7]=2)([CH2:12][CH:13]2[CH2:18][CH:17]3[CH2:19][CH2:20][N:14]2[CH2:15][CH2:16]3)[C:9]([O:11][CH3:29])=[O:10])[CH:26]=[CH:25][CH:24]=[CH:23][CH:22]=1 |f:0.1,2.3|. Procedure details: 6.5 Parts of 2,2-diphenyl-3-(1-azabicyclo[2.2.2]-oct-2-yl)propionic acid hydrochloride is dissolved in 47 parts methanol. Then a solution of 0.7 part sodium hydroxide in 12 parts methanol is added, followed by 0.9 part 2,2-diphenyl-3-(1-azabicyclo[2.2.2]oct-2-yl)propionic acid and a solution of 2.7 parts methyl sulfate in 12 parts methanol. The resulting mixture is then refluxed for 20 minutes, cooled and stripped in vacuo. The gummy residue is partitioned between 90 parts by volume of a 2% sodi... The reactants are CC1=CC=C(C=C2C(CCC2)=O)C=C1 (2-(4-methylbenzylidene)cyclopentanone), [Cl-].C[N+](C)=C (N,N-dimethyl-methylene ammonium chloride). Run in C(C)#N (acetonitrile). The product is Cl.CC1=CC=C(C=C2C(C(CC2)CN(C)C)=O)C=C1 (2-(4-methylbenzylidene)-5-dimethylaminomethyl-cyclopentanone hydrochloride). The yield is 75.2%. RXN SMILES: [CH3:1][C:2]1[CH:14]=[CH:13][C:5]([CH:6]=[C:7]2[CH2:11][CH2:10][CH2:9][C:8]2=[O:12])=[CH:4][CH:3]=1.[Cl-:15].[CH3:16][N+:17](=[CH2:19])[CH3:18]>C(#N)C>[ClH:15].[CH3:1][C:2]1[CH:14]=[CH:13][C:5]([CH:6]=[C:7]2[CH2:11][CH2:10][CH:9]([CH2:16][N:17]([CH3:19])[CH3:18])[C:8]2=[O:12])=[CH:4][CH:3]=1 |f:1.2,4.5|. Procedure details: 5.6 g (0.03 mol) of 2-(4-methylbenzylidene)cyclopentanone was dissolved in 30 mL anhydrous acetonitrile, treated with 8.4 g (0.09 mol) of N,N-dimethyl-methylene ammonium chloride under refluxing, refluxed for 12 h to yield a solid product, then suction filtered and dried, and recrystallized in acetonitrile/chloroform to yield 2-(4-methylbenzylidene)-5-dimethylaminomethyl-cyclopentanone hydrochloride with a yield of 75.2%. Reactants: CO, COc1ccc2scnc2c1[N+](=O)[O-], [H][H]. Product: COc1ccc2scnc2c1N. Reaction SMILES: [CH3:17][OH:18].[CH3:1][O:2][c:3]1[cH:4][cH:5][c:6]2[c:7]([n:8][cH:9][s:10]2)[c:11]1[N+:12]([O-:13])=[O:14].[H:15][H:16]>>[CH3:1][O:2][c:3]1[cH:4][cH:5][c:6]2[c:7]([n:8][cH:9][s:10]2)[c:11]1[NH2:12]. Starting materials: CC(=CCC1=C(C(=O)C=2C=CC=CC2C1=O)O)C (lapachol), ice water. Solvent: S(O)(O)(=O)=O (sulfuric acid). Run at temperature 80 celsius. Product: CC1(CCC2=C(O1)C=3C=CC=CC3C(=O)C2=O)C (β-lapachone). Reaction SMILES: [CH3:1][C:2]([CH3:18])=[CH:3][CH2:4][C:5]1[C:15](=[O:16])[C:14]2[CH:13]=[CH:12][CH:11]=[CH:10][C:9]=2[C:7](=[O:8])[C:6]=1[OH:17]>S(=O)(=O)(O)O>[CH3:1][C:2]1([CH3:18])[O:16][C:15]2[C:14]3[CH:13]=[CH:12][CH:11]=[CH:10][C:9]=3[C:7]([C:6](=[O:17])[C:5]=2[CH2:4][CH2:3]1)=[O:8]. Reported procedure: Into a 1,000 ml beaker containing sulfuric acid (300 ml), lapachol (30 g, 0.124 mol) was added in portions slowly over 5 minutes at room temperature while stirring vigorously. After addition, the dark mixture was stirred for an additional 30 min and then poured into ice water (800 g) with manual stirring in a 2,000 ml beaker. The mixture was transferred into a 2,000 ml separatory funnel and extracted twice with toluene (600 ml and 400 ml). The toluene phases were pooled and washed successively w... Starting materials: CNC1=NC=CC(=N1)C1=C(C=CC=C1)OC1=CC=C(C=C1)[N+](=O)[O-] (N-methyl-4-(2-(4-nitrophenoxy)phenyl)pyrimidin-2-amine), [H][H] (hydrogen). The reagents and catalysts are [Pd] (palladium). Solvent: CO (MeOH). Reaction conditions: time 24 hour. Product: NC1=CC=C(OC2=C(C=CC=C2)C2=NC(=NC=C2)NC)C=C1 (4-(2-(4-aminophenoxy)phenyl)-N-methylpyrimidin-2-amine). RXN SMILES: [CH3:1][NH:2][C:3]1[N:8]=[C:7]([C:9]2[CH:14]=[CH:13][CH:12]=[CH:11][C:10]=2[O:15][C:16]2[CH:21]=[CH:20][C:19]([N+:22]([O-])=O)=[CH:18][CH:17]=2)[CH:6]=[CH:5][N:4]=1.[H][H]>[Pd].CO>[NH2:22][C:19]1[CH:20]=[CH:21][C:16]([O:15][C:10]2[CH:11]=[CH:12][CH:13]=[CH:14][C:9]=2[C:7]2[CH:6]=[CH:5][N:4]=[C:3]([NH:2][CH3:1])[N:8]=2)=[CH:17][CH:18]=1. Procedure details: To N-methyl-4-(2-(4-nitrophenoxy)phenyl)pyrimidin-2-amine (0.667 g, 2.1 mmol) and palladium, 10 wt. % on activated carbon, wet (0.44 g, 0.41 mmol) in a 100 mL round bottom flask was added MeOH under nitrogen via syringe. The atmosphere was replaced with hydrogen from a balloon and the mixture stirred rapidly for 24 h. The reaction was flushed with nitrogen, and filtered through celite rinsing with 100 mL MeOH. The filtrate was concentrated in vacuo to give 4-(2-(4-aminophenoxy)phenyl)-N-methylpy... The reactants are C(C)(C)(C)OC(NN1CCC(CC1)CCO[Si](C)(C)C(C)(C)C)=O ({4-[2-(t-Butyl-dimethyl-silanyloxy)-ethyl]-piperidin-1-yl}-carbamic acid t-butyl ester), FC(C(=O)O)(F)F (trifluoroacetic acid). Solvent: ClCCl (dichloromethane). Reaction conditions: temperature 0 celsius, time 2 hour. The product is FC(C(=O)O)(F)F.C(C)(C)(C)[Si](OCCC1CCN(CC1)N)(C)C (4-[2-(t-Butyl-dimethyl-silanyloxy)-ethyl]-piperidin-1-ylamine trifluoroacetate). As a reaction SMILES: C(OC(=O)[NH:7][N:8]1[CH2:13][CH2:12][CH:11]([CH2:14][CH2:15][O:16][Si:17]([C:20]([CH3:23])([CH3:22])[CH3:21])([CH3:19])[CH3:18])[CH2:10][CH2:9]1)(C)(C)C.[F:25][C:26]([F:31])([F:30])[C:27]([OH:29])=[O:28]>ClCCl>[F:25][C:26]([F:31])([F:30])[C:27]([OH:29])=[O:28].[C:20]([Si:17]([CH3:19])([CH3:18])[O:16][CH2:15][CH2:14][CH:11]1[CH2:12][CH2:13][N:8]([NH2:7])[CH2:9][CH2:10]1)([CH3:22])([CH3:21])[CH3:23] |f:3.4|. Procedure details: {4-[2-(t-Butyl-dimethyl-silanyloxy)-ethyl]-piperidin-1-yl}-carbamic acid t-butyl ester (168 mg, 468 μmol) was at 0° C. combined with dichloromethane (2 mL) and trifluoroacetic acid (2 mL) to give a light yellow solution. The reaction mixture was stirred for 2 h at 0° C. and subsequently concentrated in vacuo to give the title compound as yellow oil, which was used without further purification in the next step.